The task is: describe an organic reaction: reactants, conditions, products, and yield. This data is from the Open Reaction Database (ORD), a public repository of structured organic reaction records. The reactants are S(=O)(=O)(OC)OC (dimethyl sulfate), C(=O)(OC(C)(C)C)N1C(CCCC1)CC (N-Boc-2-ethylpiperidine), [Li]C(C)CC (sec-BuLi), CN(C)CCN(C)C (TMEDA). Run in CCOCC (ether), O (water), CCOCC (ether). Reaction conditions: temperature -20 celsius, time 30 minute. The product is C(=O)(OC(C)(C)C)N1C(CCCC1C)CC (N-Boc-2-Ethyl-6-methylPiperidine). Yield: 55.3%. As a reaction SMILES: [C:1]([N:8]1[CH2:13][CH2:12][CH2:11][CH2:10][CH:9]1[CH2:14][CH3:15])([O:3][C:4]([CH3:7])([CH3:6])[CH3:5])=[O:2].[CH3:16]N(CCN(C)C)C.[Li]C(CC)C.S(OC)(OC)(=O)=O>CCOCC.O>[C:1]([N:8]1[CH:13]([CH3:16])[CH2:12][CH2:11][CH2:10][CH:9]1[CH2:14][CH3:15])([O:3][C:4]([CH3:7])([CH3:6])[CH3:5])=[O:2]. Procedure details: A solution of N-Boc-2-ethylpiperidine (1.5 g, 7.0 mmol) in 28 mL of ether was cooled to −60° C. and treated with TMEDA (1.6 mL, 10.85 mmol), followed by sec-BuLi (8.5 mL, 10.85 mmol) dropwise. The mixture was slowly warmed to −20° C., stirred for 30 min, and then cooled to −78° C. The mixture was treated with a solution of dimethyl sulfate (1.6 mL, 16.69 mmol) in ether and slowly warmed to room temperature. The mixture was diluted with water and then extracted with ether. The combined extracts w... Solvent: C(C)#N (acetonitrile). Reactants: OCC=1C=C(C=C(C1)CO)O (3,5-Bis-hydroxymethylphenol), BrCCCN1C(C=2C(C1=O)=CC=CC2)=O (N-(3-bromo-propyl)-phthalimide), C([O-])([O-])=O.[K+].[K+] (potassium carbonate). The product is C1(C=2C(C(N1CCCOC=1C=C(C=C(C1)CO)CO)=O)=CC=CC2)=O (5-(3-phthalimido-propyloxy)-1,3-bis-(hydroxymethyl)benzene). Yield: 27.9%. Reported procedure: 3,5-Bis-hydroxymethylphenol (Felder, D.; Gutierrez Nava, M.; del Pilar Carreon, M.; Eckert, J. F.; Luccisano, M.; Schall, C.; Masson, P.; Gallani, J. L.; Heinrich, B.; Guillon, D.; Nierengarten, J. F. Helv. Chimica Acta 2002, 85, 288) (2.35 g), N-(3-bromo-propyl)-phthalimide (4.49 g) and potassium carbonate (10.53 g) were mixed in acetonitrile (25 mL) and refluxed for 12 h. The reaction mixture was cooled to room temperature and the solvent removed under reduced pressure. The residue was redisso... RXN SMILES: [OH:1][CH2:2][C:3]1[CH:4]=[C:5]([OH:11])[CH:6]=[C:7]([CH2:9][OH:10])[CH:8]=1.Br[CH2:13][CH2:14][CH2:15][N:16]1[C:20](=[O:21])[C:19]2=[CH:22][CH:23]=[CH:24][CH:25]=[C:18]2[C:17]1=[O:26].C(=O)([O-])[O-].[K+].[K+]>C(#N)C>[C:17]1(=[O:26])[N:16]([CH2:15][CH2:14][CH2:13][O:11][C:5]2[CH:4]=[C:3]([CH2:2][OH:1])[CH:8]=[C:7]([CH2:9][OH:10])[CH:6]=2)[C:20](=[O:21])[C:19]2=[CH:22][CH:23]=[CH:24][CH:25]=[C:18]12 |f:2.3.4|. Reactants: CCO, COc1ccccc1NC(=O)CCl, NCc1ccccc1. The product is COc1ccccc1NC(=O)CNCc1ccccc1. As a reaction SMILES: [CH3:22][CH2:23][OH:24].[Cl:9][CH2:10][C:11](=[O:12])[NH:13][c:14]1[c:15]([O:20][CH3:21])[cH:16][cH:17][cH:18][cH:19]1.[NH2:1][CH2:2][c:3]1[cH:4][cH:5][cH:6][cH:7][cH:8]1>>[NH:1]([CH2:2][c:3]1[cH:4][cH:5][cH:6][cH:7][cH:8]1)[CH2:10][C:11](=[O:12])[NH:13][c:14]1[c:15]([O:20][CH3:21])[cH:16][cH:17][cH:18][cH:19]1.